This data is from the Open Reaction Database (ORD), a public repository of structured organic reaction records. The task is: describe an organic reaction: reactants, conditions, products, and yield Starting materials: OC1=CC=C(C(=O)C2=CC(=CS2)S(=O)(=O)N)C=C1 (5-(4-hydroxybenzoyl)-3-thiophene sulfonamide), N1=CC=CC=C1 (pyridine), C(C)(=O)OC(C)=O (acetic anhydride), C1CCOC1 (THF). Run in C(C)(=O)OCC (ethyl acetate). Product: C(C)(=O)OC1=CC=C(C(=O)C2=CC(=CS2)S(=O)(=O)N)C=C1 (5-(4-acetoxybenzoyl)-3-thiophene sulfonamide). Reaction SMILES: [OH:1][C:2]1[CH:18]=[CH:17][C:5]([C:6]([C:8]2[S:12][CH:11]=[C:10]([S:13]([NH2:16])(=[O:15])=[O:14])[CH:9]=2)=[O:7])=[CH:4][CH:3]=1.N1C=CC=CC=1.[C:25](OC(=O)C)(=[O:27])[CH3:26].C1COCC1>C(OCC)(=O)C>[C:25]([O:1][C:2]1[CH:18]=[CH:17][C:5]([C:6]([C:8]2[S:12][CH:11]=[C:10]([S:13]([NH2:16])(=[O:15])=[O:14])[CH:9]=2)=[O:7])=[CH:4][CH:3]=1)(=[O:27])[CH3:26]. Procedure details: 58 mg (0.20 mmol) of 5-(4-hydroxybenzoyl)-3-thiophene sulfonamide, 81 mL (1.0 mmol) of pyridine and 94 mL (1.0 mmol) of acetic anhydride were added to 4 mL of THF. The reaction was stirred at rt for 1 1/4 h and then diluted with ethyl acetate. The organic phase was washed with water (2×) followed with brine. The solution was dried over MgSO4 and the solvent removed under vacuum. Flash chromatography utilizing 1:1 hexane/ethyl acetate as the eluant recovered 51 mg of 5-(4-acetoxybenzoyl)-3-thioph... Reaction SMILES: [CH2:1]([CH:2]([CH3:3])[CH3:4])[Al:5]([CH2:6][CH:7]([CH3:8])[CH3:9])[CH2:10][CH:11]([CH3:12])[CH3:13].[CH3:27][c:28]1[cH:29][cH:30][cH:31][cH:32][cH:33]1.[c:14]1(-[c:20]2[c:21]([OH:26])[cH:22][cH:23][cH:24][cH:25]2)[cH:15][cH:16][cH:17][cH:18][cH:19]1>>[Al:5]([CH2:6][CH:7]([CH3:8])[CH3:9])([CH2:10][CH:11]([CH3:12])[CH3:13])[O:26][c:21]1[c:20](-[c:14]2[cH:15][cH:16][cH:17][cH:18][cH:19]2)[cH:25][cH:24][cH:23][cH:22]1. The product is CC(C)C[Al](CC(C)C)Oc1ccccc1-c1ccccc1. Reactants: CC(C)C[Al](CC(C)C)CC(C)C, Cc1ccccc1, Oc1ccccc1-c1ccccc1. Starting materials: 12, NCCN1CCC(CC1)NC1=NC2=C(N1CC1=CC=C(C=C1)F)C=CC(=C2)OC (N-[1-(2-aminoethyl)-4-piperidinyl]-1-[(4-fluorophenyl)methyl]-5-methoxy-1H-benzimidazol-2-amine), Br (hydrobromic acid). Run in O (water). Conditions: temperature 80 celsius. The product is 18.5, O.Br.Br.Br.NCCN1CCC(CC1)NC1=NC2=C(N1CC1=CC=C(C=C1)F)C=CC(=C2)O (2-[[1-(2-aminoethyl)-4-piperidinyl]amino]-1-[(4-fluorophenyl)methyl]-1H-benzimidazol-5-ol trihydrobromide monohydrate). Isolated yield 95.7%. Reaction SMILES: [NH2:1][CH2:2][CH2:3][N:4]1[CH2:9][CH2:8][CH:7]([NH:10][C:11]2[N:15]([CH2:16][C:17]3[CH:22]=[CH:21][C:20]([F:23])=[CH:19][CH:18]=3)[C:14]3[CH:24]=[CH:25][C:26]([O:28]C)=[CH:27][C:13]=3[N:12]=2)[CH2:6][CH2:5]1.[BrH:30]>O>[OH2:28].[BrH:30].[BrH:30].[BrH:30].[NH2:1][CH2:2][CH2:3][N:4]1[CH2:9][CH2:8][CH:7]([NH:10][C:11]2[N:15]([CH2:16][C:17]3[CH:22]=[CH:21][C:20]([F:23])=[CH:19][CH:18]=3)[C:14]3[CH:24]=[CH:25][C:26]([OH:28])=[CH:27][C:13]=3[N:12]=2)[CH2:6][CH2:5]1 |f:3.4.5.6.7|. Reported procedure: A mixture of 12 parts of N-[1-(2-aminoethyl)-4-piperidinyl]-1-[(4-fluorophenyl)methyl]-5-methoxy-1H-benzimidazol-2-amine and 150 parts of a hydrobromic acid solution 48% in water was stirred and heated for 48 hours at 80° C. The reaction mixture was evaporated and the residue was suspended in 2-propanol. The product was filtered off and dried, yielding 18.5 parts (95.7%) of 2-[[1-(2-aminoethyl)-4-piperidinyl]amino]-1-[(4-fluorophenyl)methyl]-1H-benzimidazol-5-ol trihydrobromide monohydrate mp. +... Starting materials: CC#CCO, [Cl-], Clc1cc(Cc2ccccc2Br)ncn1, [H-], [NH4+], [Na+], C1CCOC1. Yields the product CC#CCOc1cc(Cc2ccccc2Br)ncn1. Reaction SMILES: [CH2:3]([C:4]#[C:5][CH3:6])[OH:7].[Cl-:23].[Cl:8][c:9]1[n:10][cH:11][n:12][c:13]([CH2:15][c:16]2[c:17]([Br:22])[cH:18][cH:19][cH:20][cH:21]2)[cH:14]1.[H-:1].[NH4+:24].[Na+:2].[O:25]1[CH2:26][CH2:27][CH2:28][CH2:29]1>>[CH2:3]([C:4]#[C:5][CH3:6])[O:7][c:9]1[n:10][cH:11][n:12][c:13]([CH2:15][c:16]2[c:17]([Br:22])[cH:18][cH:19][cH:20][cH:21]2)[cH:14]1. The reactants are C1CCOC1, Cc1ccc(Cl)nc1C(=O)O, C[Si](C)(C)C=[N+]=[N-]. Yields the product COC(=O)c1nc(Cl)ccc1C. RXN SMILES: [CH2:19]1[O:20][CH2:21][CH2:22][CH2:23]1.[Cl:1][c:2]1[cH:3][cH:4][c:5]([CH3:11])[c:6]([C:8](=[O:9])[OH:10])[n:7]1.[Si:12]([CH3:13])([CH:14]=[N+:15]=[N-:16])([CH3:17])[CH3:18]>>[Cl:1][c:2]1[cH:3][cH:4][c:5]([CH3:11])[c:6]([C:8](=[O:9])[O:10][CH3:13])[n:7]1. The reactants are N(N)C=1C=CC(=NC1)OC (5-hydrazino-2-methoxypyridine), C(C)OC(C(CC(=O)C1=CC=C(C=C1)F)=O)=O (4-(4-fluorophenyl)-2,4-dioxobutanoic acid ethyl ester). Product: C(C)OC(=O)C1=NN(C(=C1)C1=CC=C(C=C1)F)C=1C=NC(=CC1)OC (5-(4-Fluorophenyl)-1-(6-methoxy-3-pyridyl)pyrazole-3-carboxylic acid ethyl ester), product. The yield is 86.0%. As a reaction SMILES: [NH:1]([C:3]1[CH:4]=[CH:5][C:6]([O:9][CH3:10])=[N:7][CH:8]=1)[NH2:2].[CH2:11]([O:13][C:14](=[O:27])[C:15](=O)[CH2:16][C:17]([C:19]1[CH:24]=[CH:23][C:22]([F:25])=[CH:21][CH:20]=1)=O)[CH3:12]>>[CH2:11]([O:13][C:14]([C:15]1[CH:16]=[C:17]([C:19]2[CH:20]=[CH:21][C:22]([F:25])=[CH:23][CH:24]=2)[N:1]([C:3]2[CH:8]=[N:7][C:6]([O:9][CH3:10])=[CH:5][CH:4]=2)[N:2]=1)=[O:27])[CH3:12]. Procedure details: The general procedure of Referential. Example 3-2) was repeated through use of the 5-hydrazino-2-methoxypyridine (1.0 g) prepared in Referential Example 2 and the 4-(4-fluorophenyl)-2,4-dioxobutanoic acid ethyl ester (1.88 g) prepared in Referential Example 134, to thereby give the title compound as an oily product (2.12 g, 86%). Reactants: [O-]P(Oc1ccccc1)Oc1ccccc1, OC(c1ccccc1)(c1ccccc1)c1ccccc1, c1ccncc1, c1c[nH]cn1. The product is c1ccc(C(c2ccccc2)(c2ccccc2)n2ccnc2)cc1. RXN SMILES: [P:1]([O-:2])([O:3][c:4]1[cH:5][cH:6][cH:7][cH:8][cH:9]1)[O:10][c:11]1[cH:12][cH:13][cH:14][cH:15][cH:16]1.[c:22]1([C:28]([OH:29])([c:30]2[cH:31][cH:32][cH:33][cH:34][cH:35]2)[c:36]2[cH:37][cH:38][cH:39][cH:40][cH:41]2)[cH:23][cH:24][cH:25][cH:26][cH:27]1.[cH:42]1[cH:43][cH:44][n:45][cH:46][cH:47]1.[nH:17]1[cH:18][n:19][cH:20][cH:21]1>>[n:17]1([C:28]([c:22]2[cH:23][cH:24][cH:25][cH:26][cH:27]2)([c:30]2[cH:31][cH:32][cH:33][cH:34][cH:35]2)[c:36]2[cH:37][cH:38][cH:39][cH:40][cH:41]2)[cH:18][n:19][cH:20][cH:21]1. Starting materials: CCN(C(C)C)C(C)C, Cn1c(=O)[nH]c2c(c1=O)CNCC2, CN(C)C=O, ClCCOC1CCCCO1. Yields the product Cn1c(=O)[nH]c2c(c1=O)CN(CCOC1CCCCO1)CC2. As a reaction SMILES: [CH2:1]([N:2]([CH:3]([CH3:4])[CH3:5])[CH:6]([CH3:7])[CH3:8])[CH3:9].[CH3:20][n:21]1[c:22](=[O:32])[nH:23][c:24]2[c:25]([c:26]1=[O:27])[CH2:28][NH:29][CH2:30][CH2:31]2.[CH3:33][N:34]([CH3:35])[CH:36]=[O:37].[Cl:10][CH2:11][CH2:12][O:13][CH:14]1[O:15][CH2:16][CH2:17][CH2:18][CH2:19]1>>[CH2:11]([CH2:12][O:13][CH:14]1[O:15][CH2:16][CH2:17][CH2:18][CH2:19]1)[N:29]1[CH2:28][c:25]2[c:24]([nH:23][c:22](=[O:32])[n:21]([CH3:20])[c:26]2=[O:27])[CH2:31][CH2:30]1. Reactants: [Al+3], C1CCOC1, Cc1cc(C23CCCN2CCC3)cnc1Cl, [H-], [H-], [H-], [H-], [Li+]. Yields the product Cl, Cc1cncc(C23CCCN2CCC3)c1. As a reaction SMILES: [Al+3:18].[CH2:23]1[O:24][CH2:25][CH2:26][CH2:27]1.[Cl:1][c:2]1[c:3]([CH3:16])[cH:4][c:5]([C:8]23[CH2:9][CH2:10][CH2:11][N:12]2[CH2:13][CH2:14][CH2:15]3)[cH:6][n:7]1.[H-:17].[H-:20].[H-:21].[H-:22].[Li+:19]>>[ClH:1].[cH:2]1[c:3]([CH3:16])[cH:4][c:5]([C:8]23[CH2:9][CH2:10][CH2:11][N:12]2[CH2:13][CH2:14][CH2:15]3)[cH:6][n:7]1. Reactants: material, Br (hydrobromic acid), ClC1=CC(=NC2=CC=C(C=C12)OC)C (4-chloro-6-methoxy-2-methylquinoline), C(CCCCCCC)N (n-octylamine). Yields the product O.Br.CC1=NC2=CC=C(C=C2C(=C1)NCCCCCCCC)O.CC1=NC2=CC=C(C=C2C(=C1)NCCCCCCCC)O.Br (2-methyl-4-octylaminoquinolin-6-ol hydrobromide hemihydrate). Yield: 12.0%. As a reaction SMILES: Cl[C:2]1[C:11]2[C:6](=[CH:7][CH:8]=[C:9]([O:12]C)[CH:10]=2)[N:5]=[C:4]([CH3:14])[CH:3]=1.[BrH:15].[CH2:16]([NH2:24])[CH2:17][CH2:18][CH2:19][CH2:20][CH2:21][CH2:22][CH3:23]>>[OH2:12].[BrH:15].[CH3:14][C:4]1[CH:3]=[C:2]([NH:24][CH2:16][CH2:17][CH2:18][CH2:19][CH2:20][CH2:21][CH2:22][CH3:23])[C:11]2[C:6](=[CH:7][CH:8]=[C:9]([OH:12])[CH:10]=2)[N:5]=1.[CH3:14][C:4]1[CH:3]=[C:2]([NH:24][CH2:16][CH2:17][CH2:18][CH2:19][CH2:20][CH2:21][CH2:22][CH3:23])[C:11]2[C:6](=[CH:7][CH:8]=[C:9]([OH:12])[CH:10]=2)[N:5]=1.[BrH:15] |f:3.4.5.6.7|. Procedure details: In a 100 mL three-neck round bottom flask under a nitrogen atmosphere and with magnetic stirring, a solution of 1.0 g (4.8 mmol) of 4-chloro-6-methoxy-2-methylquinoline and 10 mL of n-octylamine was heated under reflux for three hours. Upon cooling to room temperature, the reaction mixture formed a glassy solid which was filtered. This was triturated under isopropyl ether filtered and washed with additional ether. The solid was stirred with a mixture of water and ethyl acetate; insolubles were f...